From a dataset of the Open Reaction Database (ORD), a public repository of structured organic reaction records. describe an organic reaction: reactants, conditions, products, and yield The reactants are resultant mixture, CC=1C(C=C(C(C1C)=O)C)=O (2,3,5-trimethyl-1,4-benzoquinone), NC=1SC=CN1 (2-aminothiazole), N1=CC=CC=C1 (Pyridine). Reagents/catalysts: [Ti](Cl)(Cl)(Cl)Cl (titanium tetrachloride). Run in ClC(C)Cl (dichloroethane). The product is S1C(=NC=C1)N=C1C(C(=C(C(=C1)C)O)C)C (4-(2-thiazolylimino)-2,3,6-trimethylphenol). Yield: 15.0%. RXN SMILES: N1C=CC=CC=1.[CH3:7][C:8]1[C:9](=O)[CH:10]=[C:11]([CH3:16])[C:12](=[O:15])[C:13]=1[CH3:14].[NH2:18][C:19]1[S:20][CH:21]=[CH:22][N:23]=1>ClC(Cl)C.[Ti](Cl)(Cl)(Cl)Cl>[S:20]1[CH:21]=[CH:22][N:23]=[C:19]1[N:18]=[C:9]1[CH:10]=[C:11]([CH3:16])[C:12]([OH:15])=[C:13]([CH3:14])[CH:8]1[CH3:7]. Reported procedure: Pyridine (3.24 ml) was dissolved in 120 ml of dichloroethane, followed by addition of 1.10 ml of titanium tetrachloride. The mixture was heated under reflux for 15 minutes. Then, 3.00 g of 2,3,5-trimethyl-1,4-benzoquinone and 2.00 g of 2-aminothiazole were added, and the resultant mixture was heated under reflux for 2 hours. The reaction mixture was cooled to room temperature and filtered through a Celite pad, and the insoluble matter was washed with chloroform. The filtrate was concentrated, an... The reactants are C([O-])(O)=O.[Na+] (sodium bicarbonate), C(C#C)OC=1C=NC=CC1 (3-(prop-2-yn-1-yloxy)pyridine), ON=C[C@H]1N(CCC1)C(=O)OC(C)(C)C ((S)-t-Butyl 2-((hydroxyimino)methyl)pyrrolidine-1-carboxylate), C1CC(=O)N(C1=O)Cl (NCS). The solvent is C1CCOC1 (THF), CCN(CC)CC (Et3N), C1CCOC1 (THF), CN(C)C=O (DMF). Product: N1=CC(=CC=C1)OCC1=CC(=NO1)[C@H]1N(CCC1)C(=O)OC(C)(C)C ((S)-tert-Butyl 2-(5-((pyridin-3-yloxy)methyl)isoxazol-3-yl)pyrrolidine-1-carboxylate). Isolated yield 55.2%. Reaction SMILES: [OH:1][N:2]=[CH:3][C@@H:4]1[CH2:8][CH2:7][CH2:6][N:5]1[C:9]([O:11][C:12]([CH3:15])([CH3:14])[CH3:13])=[O:10].C1C(=O)N(Cl)C(=O)C1.[CH2:24]([O:27][C:28]1[CH:29]=[N:30][CH:31]=[CH:32][CH:33]=1)[C:25]#[CH:26].C(=O)(O)[O-].[Na+]>C1COCC1.CCN(CC)CC.CN(C=O)C>[N:30]1[CH:31]=[CH:32][CH:33]=[C:28]([O:27][CH2:24][C:25]2[O:1][N:2]=[C:3]([C@@H:4]3[CH2:8][CH2:7][CH2:6][N:5]3[C:9]([O:11][C:12]([CH3:15])([CH3:14])[CH3:13])=[O:10])[CH:26]=2)[CH:29]=1 |f:3.4|. Reported procedure: To a DMF (60 mL) solution of the compound (8.57 g) obtained in Example 2-(1), NCS (5.341 g) was added in small portions at 0° C. and the mixture was stirred at room temperature for an hour. The reaction mixture was cooled to 0° C. and after adding a solution of 3-(prop-2-yn-1-yloxy)pyridine (2.663 g) in THF (5 mL) and a solution of Et3N (5.6 mL) in THF (15 mL), the resulting mixture was stirred at room temperature for 14 hours. The reaction mixture was added to saturated aqueous sodium bicarbona... The yield is 79.0%. Reactants: C1=CC=C(C=C1)C(=O)CCOC2=CC=CC=C2 (4-phenoxypropiophenone), C(C)OP(=O)(OCC)C1SCCCS1 (2-Diethoxyphosphoryl-1,3-dithiane), CCCCCC (hexane), C(CCC)[Li] (n-butyl lithium), [Cl-].[Na+] (sodium chloride). Reported procedure: 2-Diethoxyphosphoryl-1,3-dithiane, 4.18 g, was dissolved in 40 ml of tetrahydrofuran and 10.5 ml of 1.6 mole hexane solution of n-butyl lithium was dropwise added to the solution in an argon flow at -65° C. The mixture was stirred at the same temperature for an hour. Then, a solution of 36.2 g of 4-phenoxypropiophenone in 15 ml of tetrahydrofuran was dropwise added to the mixture at the same temperature. The reaction mixture was gradually warmed to room temperature overnight. This suspension was... Yields the product O(C1=CC=CC=C1)C1=CC=C(C=C1)C(CC)=C1SCCCS1 (2-{1-(4-Phenoxyphenyl)propan-1-ylidene}-1,3-dithiane). RXN SMILES: C(OP([CH:9]1[S:14][CH2:13][CH2:12][CH2:11][S:10]1)(OCC)=O)C.CCCCCC.C([Li])CCC.[CH:26]1[CH:31]=[CH:30][C:29]([C:32]([CH2:34][CH2:35][O:36][C:37]2[CH:42]=[CH:41][CH:40]=[CH:39][CH:38]=2)=O)=[CH:28][CH:27]=1.[Cl-].[Na+]>O1CCCC1>[O:36]([C:35]1[CH:27]=[CH:28][C:29]([C:30](=[C:9]2[S:10][CH2:11][CH2:12][CH2:13][S:14]2)[CH2:31][CH3:26])=[CH:32][CH:34]=1)[C:37]1[CH:38]=[CH:39][CH:40]=[CH:41][CH:42]=1 |f:4.5|. Run in O1CCCC1 (tetrahydrofuran), O1CCCC1 (tetrahydrofuran). Starting materials: O (Water), [H-].[Na+] (Sodium hydride), FC(C=1C=C(C=C(C1)C(F)(F)F)[C@@H](C)O[C@H]1OCC[C@H]([C@@H]1C1=CC=CC=C1)[C@@H]1N(CC1)C)(F)F ((2R)-2-((2R,3R,4R)-{(1R)-1-[3,5-Bis(trifluoromethyl)phenyl]ethoxy}-tetrahydro-3-phenyl-2H-pyran-4-yl)-1-methylazetidine), N1(CCCC1)C(=O)[O-] (1-pyrrolidinecarboxylate). Run in O1CCCC1 (tetrahydrofuran), C(C)(=O)OCC (ethyl acetate). Run at time 15 hour. Product: FC(C=1C=C(C=C(C1)C(F)(F)F)[C@@H](C)O[C@H]1OCC[C@H]([C@@H]1C1=CC=CC=C1)C1C2N(C(O1)=O)CCC2)(F)F (1-((2R,3R,4R)-{(1R)-1-[3,5-Bis(trifluoromethyl)phenyl]-ethoxy}tetrahydro-3-phenyl-2H-pyran-4-yl)tetrahydro-1H,3H-pyrrolo[1,2-c]oxazol-3-one). Yield: 82.0%. RXN SMILES: [H-].[Na+].[F:3][C:4]([F:36])([F:35])[C:5]1[CH:6]=[C:7]([C@H:15]([O:17][C@@H:18]2[C@@H:23]([C:24]3[CH:29]=[CH:28][CH:27]=[CH:26][CH:25]=3)[C@H:22]([C@H:30]3CCN3C)[CH2:21][CH2:20][O:19]2)[CH3:16])[CH:8]=[C:9]([C:11]([F:14])([F:13])[F:12])[CH:10]=1.[N:37]1([C:42]([O-:44])=[O:43])[CH2:41][CH2:40][CH2:39][CH2:38]1.O>O1CCCC1.C(OCC)(=O)C>[F:13][C:11]([F:12])([F:14])[C:9]1[CH:8]=[C:7]([C@H:15]([O:17][C@@H:18]2[C@@H:23]([C:24]3[CH:25]=[CH:26][CH:27]=[CH:28][CH:29]=3)[C@H:22]([CH:30]3[O:43][C:42](=[O:44])[N:37]4[CH2:41][CH2:40][CH2:39][CH:38]34)[CH2:21][CH2:20][O:19]2)[CH3:16])[CH:6]=[C:5]([C:4]([F:36])([F:35])[F:3])[CH:10]=1 |f:0.1|. Reported procedure: Sodium hydride (60% dispersion in mineral oil, 15 mg, 0.36 mmol) was added to a solution of 1,1-dimethylethyl (2R or S)-2-[(R or S)-((2R,3R,4R)-{(1R)-1-[3,5-bis(trifluoromethyl)phenyl]ethoxy}tetrahydro-3-phenyl-2H-pyran-4-yl)hydroxymethyl]-1-pyrrolidinecarboxylate (Example 41, Isomer A; 75 mg, 0.12 mmol) in tetrahydrofuran (2 mL) and the mixture was stirred at room temperature for 15 hours. Water (2 mL) was added slowly, then ethyl acetate (10 mL). The layers were separated and the organic layer... Reactants: Br.C(C1=CC=CC=C1)OC1=C(C=CC=C1)C=1N=C(SC1)N (4-(2-benzyloxy-phenyl)-thiazol-2-ylamine hydrobromide), C1(=CC=C(C=C1)S(=O)(=O)Cl)C (p-toluenesulfonyl chloride), Cl (hydrochloric acid). The solvent is N1=CC=CC=C1 (pyridine). Conditions: time 30 minute. The product is C(C1=CC=CC=C1)OC1=C(C=CC=C1)C=1N=C(SC1)NS(=O)(=O)C1=CC=C(C=C1)C (N-[4-(2-benzyloxy-phenyl)-thiazol-2-yl]-4-methyl-benzenesulfonamide). Yield: 46.6%. Reaction SMILES: Br.[CH2:2]([O:9][C:10]1[CH:15]=[CH:14][CH:13]=[CH:12][C:11]=1[C:16]1[N:17]=[C:18]([NH2:21])[S:19][CH:20]=1)[C:3]1[CH:8]=[CH:7][CH:6]=[CH:5][CH:4]=1.[C:22]1([CH3:32])[CH:27]=[CH:26][C:25]([S:28](Cl)(=[O:30])=[O:29])=[CH:24][CH:23]=1.Cl>N1C=CC=CC=1>[CH2:2]([O:9][C:10]1[CH:15]=[CH:14][CH:13]=[CH:12][C:11]=1[C:16]1[N:17]=[C:18]([NH:21][S:28]([C:25]2[CH:26]=[CH:27][C:22]([CH3:32])=[CH:23][CH:24]=2)(=[O:30])=[O:29])[S:19][CH:20]=1)[C:3]1[CH:4]=[CH:5][CH:6]=[CH:7][CH:8]=1 |f:0.1|. Procedure details: A mixture of 0.5 g of 4-(2-benzyloxy-phenyl)-thiazol-2-ylamine hydrobromide with 0.29 g of p-toluenesulfonyl chloride was stirred for 2 hours with 2 ml of pyridine. The resulting, red colored suspension was poured into 30 ml of 1N hydrochloric acid and the mixture was extracted with ethyl acetate. The organic phase was dried with magnesium sulphate and concentrated. The residue was dissolved in a mixture of 20 ml of ethanol and 20 ml of 2N sodium hydroxide solution. After the addition of 0.4 g o... Reactants: ClCCl, CN(C)C=O, O=C(O)C(CC1CCCC1)c1ccc([N+](=O)[O-])cc1, CCN(C(C)C)C(C)C, O=C(Cl)C(=O)Cl, Nc1nccs1, C1CCOC1. Product: O=C(Nc1nccs1)C(CC1CCCC1)c1ccc([N+](=O)[O-])cc1. As a reaction SMILES: [CH2:41]([Cl:42])[Cl:43].[CH3:49][N:50]([CH3:51])[CH:52]=[O:53].[CH:1]1([CH2:6][CH:7]([C:8](=[O:9])[OH:10])[c:11]2[cH:12][cH:13][c:14]([N+:17](=[O:18])[O-:19])[cH:15][cH:16]2)[CH2:2][CH2:3][CH2:4][CH2:5]1.[CH:32]([N:33]([CH2:34][CH3:35])[CH:36]([CH3:37])[CH3:38])([CH3:39])[CH3:40].[Cl:20][C:21]([C:22]([Cl:23])=[O:24])=[O:25].[NH2:26][c:27]1[s:28][cH:29][cH:30][n:31]1.[O:44]1[CH2:45][CH2:46][CH2:47][CH2:48]1>>[CH:1]1([CH2:6][CH:7]([C:8](=[O:10])[NH:26][c:27]2[s:28][cH:29][cH:30][n:31]2)[c:11]2[cH:12][cH:13][c:14]([N+:17](=[O:18])[O-:19])[cH:15][cH:16]2)[CH2:2][CH2:3][CH2:4][CH2:5]1.